This data is from the Open Reaction Database (ORD), a public repository of structured organic reaction records. The task is: describe an organic reaction: reactants, conditions, products, and yield Reactants: C(C)OC(=O)C=1C(=C2C(=C(N1)C#N)N(C=C2Cl)CC2=CC=C(C=C2)F)OC(C)=O (4-acetoxy-3-chloro-7-cyano-1-(4-fluoro-benzyl)-1H-pyrrolo[2,3-c]pyridine-5-carboxylic acid ethyl ester), NCC(=O)O (glycine), C[O-].[Na+].CO (NaOMe HOMe). RXN SMILES: C([O:3][C:4]([C:6]1[C:7]([O:26]C(=O)C)=[C:8]2[C:16]([Cl:17])=[CH:15][N:14]([CH2:18][C:19]3[CH:24]=[CH:23][C:22]([F:25])=[CH:21][CH:20]=3)[C:9]2=[C:10]([C:12]#[N:13])[N:11]=1)=O)C.[NH2:30][CH2:31][C:32]([OH:34])=[O:33].C[O-].[Na+].CO>>[Cl:17][C:16]1[C:8]2[C:9](=[C:10]([C:12]#[N:13])[N:11]=[C:6]([C:4]([NH:30][CH2:31][C:32]([OH:34])=[O:33])=[O:3])[C:7]=2[OH:26])[N:14]([CH2:18][C:19]2[CH:24]=[CH:23][C:22]([F:25])=[CH:21][CH:20]=2)[CH:15]=1 |f:2.3.4|. Procedure: Prepared in analogy to that of Example 1(e) from 4-acetoxy-3-chloro-7-cyano-1-(4-fluoro-benzyl)-1H-pyrrolo[2,3-c]pyridine-5-carboxylic acid ethyl ester, glycine and NaOMe/HOMe. The title compound, ESI MS (m/z): 403 (M+H)+. Product: ClC1=CN(C2=C(N=C(C(=C21)O)C(=O)NCC(=O)O)C#N)CC2=CC=C(C=C2)F ({[3-Chloro-7-cyano-1-(4-fluoro-benzyl)-4-hydroxy-1H-pyrrolo[2,3-c]pyridine-5-carbonyl]-amino}-acetic acid). The reactants are C, ClCCl, CO, O=[N+]([O-])c1ccnc(N2CCCC2)c1, [Pd]. The product is Nc1ccnc(N2CCCC2)c1. As a reaction SMILES: [C:20].[CH2:15]([Cl:16])[Cl:17].[CH3:18][OH:19].[N+:1]([O-:2])(=[O:3])[c:4]1[cH:5][c:6]([N:10]2[CH2:11][CH2:12][CH2:13][CH2:14]2)[n:7][cH:8][cH:9]1.[Pd:21]>>[NH2:1][c:4]1[cH:5][c:6]([N:10]2[CH2:11][CH2:12][CH2:13][CH2:14]2)[n:7][cH:8][cH:9]1. Starting materials: FC=1C=C(C2=C(CCC(O2)COC2OCCCC2)C1)N ((±)-6-fluoro-3,4-dihydro-2-[[(tetrahydro-2H-pyran-2-yl)oxy]methyl]-2H-1-benzopyran-8-amine), COC1OC(CC1)OC (2,5-dimethoxytetrahydrofuran), CC=1C=CC(=CC1)S(=O)(=O)O (PTSA). The solvent is CN(C)C=O (DMF). Conditions: temperature 100 celsius, time 90 minute. Yields the product FC=1C=C(C2=C(CCC(O2)COC2OCCCC2)C1)N1C=CC=C1 ((±)-6-fluoro-3,4-dihydro-8-(1H-pyrrol-1-yl)-2-[[(tetrahydro-2H-pyran-2-yl)oxy]-methyl]-2H-1-benzopyran). Yield: 55.3%. Reaction SMILES: [F:1][C:2]1[CH:3]=[C:4]([NH2:20])[C:5]2[O:10][CH:9]([CH2:11][O:12][CH:13]3[CH2:18][CH2:17][CH2:16][CH2:15][O:14]3)[CH2:8][CH2:7][C:6]=2[CH:19]=1.CO[CH:23]1[CH2:27][CH2:26][CH:25](OC)O1.CC1C=CC(S(O)(=O)=O)=CC=1>CN(C=O)C>[F:1][C:2]1[CH:3]=[C:4]([N:20]2[CH:23]=[CH:27][CH:26]=[CH:25]2)[C:5]2[O:10][CH:9]([CH2:11][O:12][CH:13]3[CH2:18][CH2:17][CH2:16][CH2:15][O:14]3)[CH2:8][CH2:7][C:6]=2[CH:19]=1. Reported procedure: A mixture of intermediate 16-b (0.036 mol), 2,5-dimethoxytetrahydrofuran (0.22 mol) and PTSA (catalytic quantity) in DMF (140 ml) was stirred for 90 min at 100° C. The solvent was evaporated. The residue was dissolved in CH2Cl2. The organic solution was washed once with water, dried (MgSO4), filtered and the solvent was evaporated. The residue was purified by column chromatography over silica gel (eluent: CH2Cl2). The pure fractions were collected and the solvent was evaporated, yielding 6.6 g (... Starting materials: C(CCC)OC(=O)C1=CC(=C(C(=C1)C)/C=C/C1CCN(CC1)C(=O)OC(C)(C)C)C (tert-butyl 4-{(E)-2-[4-(butoxycarbonyl)-2,6-dimethylphenyl]vinyl}piperidine-1-carboxylate), O1CCCC1 (tetrahydrofuran). The solvent is C(C)O (ethanol), [OH-].[Na+] (sodium hydroxide). Reaction conditions: time 3.5 hour. The product is C(C)(C)(C)OC(=O)N1CCC(CC1)/C=C/C1=C(C=C(C(=O)O)C=C1C)C (4-{(E)-2-[1-(tert-butoxycarbonyl)piperidin-4-yl]vinyl}-3,5-dimethylbenzoic acid). Yield: 99.0%. As a reaction SMILES: C([O:5][C:6]([C:8]1[CH:13]=[C:12]([CH3:14])[C:11](/[CH:15]=[CH:16]/[CH:17]2[CH2:22][CH2:21][N:20]([C:23]([O:25][C:26]([CH3:29])([CH3:28])[CH3:27])=[O:24])[CH2:19][CH2:18]2)=[C:10]([CH3:30])[CH:9]=1)=[O:7])CCC.O1CCCC1>C(O)C.[OH-].[Na+]>[C:26]([O:25][C:23]([N:20]1[CH2:19][CH2:18][CH:17](/[CH:16]=[CH:15]/[C:11]2[C:10]([CH3:30])=[CH:9][C:8]([C:6]([OH:7])=[O:5])=[CH:13][C:12]=2[CH3:14])[CH2:22][CH2:21]1)=[O:24])([CH3:29])([CH3:28])[CH3:27] |f:3.4|. Procedure: To a solution of 209 mg of tert-butyl 4-{(E)-2-[4-(butoxycarbonyl)-2,6-dimethylphenyl]vinyl}piperidine-1-carboxylate in 5 ml of ethanol, 1.5 ml of 1N aqueous sodium hydroxide solution was added, followed by stirring at ambient temperature for 3.5 hours. After 1 ml of tetrahydrofuran was added to the reaction mixture, the mixture was stirred at 50° C. overnight. The solvent was evaporated under reduced pressure, water and 1.6 ml of 1N hydrochloric acid were added thereto. The formed precipitates ... Reactants: C(C1=CC=CC=C1)N (monobenzylamine), C(C1=CC=CC=C1)OC(=O)NCC(=O)N[C@@H](CCC)C(=O)N[C@@H](C)P(O)(O)=O ((1R)-1-[(N-benzyloxycarbonyl-glycyl-L-norvalyl)amino]-ethylphosphonic acid). The product is NCC(=O)N[C@@H](CCC)C(=O)N[C@@H](C)P(O)(O)=O ((1R)-1-(glycyl-L-norvalylamino)-ethylphosphonic acid). RXN SMILES: C(N)C1C=CC=CC=1.C(OC([NH:19][CH2:20][C:21]([NH:23][C@H:24]([C:28]([NH:30][C@H:31]([P:33](=[O:36])([OH:35])[OH:34])[CH3:32])=[O:29])[CH2:25][CH2:26][CH3:27])=[O:22])=O)C1C=CC=CC=1>>[NH2:19][CH2:20][C:21]([NH:23][C@H:24]([C:28]([NH:30][C@H:31]([P:33](=[O:34])([OH:36])[OH:35])[CH3:32])=[O:29])[CH2:25][CH2:26][CH3:27])=[O:22]. Reported procedure: In a manner analogous to that described in Example 5(A)(iii), from the monobenzylamine salt of (1R)-1-[(N-benzyloxycarbonyl-glycyl-L-norvalyl)amino]-ethylphosphonic acid there was obtained (1R)-1-(glycyl-L-norvalylamino)-ethylphosphonic acid of melting point 265°-267° C. (decomposition); [α]D20 =-74.2°; [α]36520 =-271° (c=0.49% in water). Starting materials: C1(CCCCC1)\C=C(\C(=O)OCC)/CP(=O)(CC(C)C)OCC (ethyl (Z)-3-cyclohexyl-2-(ethoxyisobutylphosphinoyl)methylpropenoate), C(Cl)(Cl)Cl.CO.C(C)(=O)O (chloroform methanol acetic acid). Solvent: Cl.C(C)(=O)OCCCC (HCl butyl acetate). Yields the product C1(CCCCC1)\C=C(\C(=O)OCC)/CP(=O)(CC(C)C)O (ethyl (Z)-3-cyclohexyl-2-(hydroxyisobutylphosphinoyl)methylpropenoate). The yield is 92.8%. Reaction SMILES: [CH:1]1(/[CH:7]=[C:8](\[CH2:14][P:15]([O:21]CC)([CH2:17][CH:18]([CH3:20])[CH3:19])=[O:16])/[C:9]([O:11][CH2:12][CH3:13])=[O:10])[CH2:6][CH2:5][CH2:4][CH2:3][CH2:2]1.C(Cl)(Cl)Cl.CO.C(O)(=O)C>Cl.C(OCCCC)(=O)C>[CH:1]1(/[CH:7]=[C:8](\[CH2:14][P:15]([OH:21])([CH2:17][CH:18]([CH3:20])[CH3:19])=[O:16])/[C:9]([O:11][CH2:12][CH3:13])=[O:10])[CH2:2][CH2:3][CH2:4][CH2:5][CH2:6]1 |f:1.2.3,4.5|. Reported procedure: A solution of 107 mg (0.31 millimole) of ethyl (Z)-3-cyclohexyl-2-(ethoxyisobutylphosphinoyl)methylpropenoate in 1.0 ml of 4N HCl-butyl acetate was heated in a sealed tube at 100° C for 2 hours. After cooling, the solvent was evaporated under reduced pressure, and the residue was purified by "dry-column" flash chromatography 15 g of silica gel 60 made by E. Merck & Co.; chloroform-methanol-acetic acid (50:1:1)] to give 91 mg (yield 94%) of the captioned compound as a colorless oil. The reactants are C(C)OC(CCC1=C(C=CC(=C1)C=1OC(C2=C(C1)C=CC=C2)=O)OCCCCCOC2=C(C1=C(C(CCO1)=O)C=C2)CCC)=O (2-[5-[(3,4-dihydro-4-oxo-8-propyl-2H-1-benzopyran-7-yl)oxy]pentyloxy]-5-(1-oxo-1H-2-benzopyran-3-yl)benzenepropanoic acid ethyl ester), S(O)(O)(=O)=O (sulfuric acid), O.[OH-].[Li+] (lithium hydroxide monohydrate). Run in C1CCOC1 (THF), O (water). Run at time 47 hour. The product is C(=O)(O)C1=C(C=CC=C1)CC(=O)C=1C=CC(=C(C1)CCC(=O)O)OCCCCCOC1=C(C2=C(C(CCO2)=O)C=C1)CCC (5-[2-(2-Carboxyphenyl)-1-oxoethyl]-2-[5-[(3,4-dihydro-4-oxo-8-propyl-2H-1-benzopyran-7-yl)oxy]pentyloxy]benzenepropanoic Acid). Isolated yield 79.6%. RXN SMILES: C([O:3][C:4](=[O:45])[CH2:5][CH2:6][C:7]1[CH:12]=[C:11]([C:13]2[O:14][C:15](=[O:23])[C:16]3[CH:22]=[CH:21][CH:20]=[CH:19][C:17]=3[CH:18]=2)[CH:10]=[CH:9][C:8]=1[O:24][CH2:25][CH2:26][CH2:27][CH2:28][CH2:29][O:30][C:31]1[CH:41]=[CH:40][C:34]2[C:35](=[O:39])[CH2:36][CH2:37][O:38][C:33]=2[C:32]=1[CH2:42][CH2:43][CH3:44])C.O.[OH-].[Li+].S(=O)(=O)(O)[OH:50]>C1COCC1.O>[C:15]([C:16]1[CH:22]=[CH:21][CH:20]=[CH:19][C:17]=1[CH2:18][C:13]([C:11]1[CH:10]=[CH:9][C:8]([O:24][CH2:25][CH2:26][CH2:27][CH2:28][CH2:29][O:30][C:31]2[CH:41]=[CH:40][C:34]3[C:35](=[O:39])[CH2:36][CH2:37][O:38][C:33]=3[C:32]=2[CH2:42][CH2:43][CH3:44])=[C:7]([CH2:6][CH2:5][C:4]([OH:3])=[O:45])[CH:12]=1)=[O:50])([OH:14])=[O:23] |f:1.2.3|. Procedure details: A mixture of 0.145 g (0.24 mmol) of 2-[5-[(3,4-dihydro-4-oxo-8-propyl-2H-1-benzopyran-7-yl)oxy]pentyloxy]-5-(1-oxo-1H-2-benzopyran-3-yl)benzenepropanoic acid ethyl ester in 5 mL of THF and 5 mL of water was treated with 29.8 mg (0.71 mmol) of lithium hydroxide monohydrate and the mixture was stirred for 47 hrs. After being acidified with 16 mL of 3N aqueous sulfuric acid, the resulting mixture was worked up in the usual manner. The crude product was crystallized from hexane-ethyl acetate to give... Starting materials: CC1(OC[C@@H]([C@@H](O1)C1=CC=CC=C1)NC(=O)NC1=C(C=CC=C1)I)C (1-((4S,5S)-2,2-Dimethyl-4-phenyl-[1,3]dioxan-5-yl)-3-(2-iodo-phenyl)-urea), S1C(=CC=C1)B(O)O (2-thiopheneboronic acid), C([O-])([O-])=O.[Na+].[Na+] (sodium carbonate). The reagents and catalysts are C=1C=CC(=CC1)[P](C=2C=CC=CC2)(C=3C=CC=CC3)[Pd]([P](C=4C=CC=CC4)(C=5C=CC=CC5)C=6C=CC=CC6)([P](C=7C=CC=CC7)(C=8C=CC=CC8)C=9C=CC=CC9)[P](C=1C=CC=CC1)(C=1C=CC=CC1)C=1C=CC=CC1 (tetrakis(triphenylphosphine)palladium(0)). The solvent is C(C)O (ethanol), COCCOC (ethylene glycol dimethyl ether), COCCOC (ethylene glycol dimethyl ether). Reaction conditions: temperature 80 celsius. The product is CC1(OC[C@@H]([C@@H](O1)C1=CC=CC=C1)NC(=O)NC1=C(C=CC=C1)C=1SC=CC1)C (1-((4S,5S)-2,2-Dimethyl-4-phenyl-[1,3]dioxan-5-yl)-3-(2-thiophen-2-yl-phenyl)-urea). Yield: 37.3%. RXN SMILES: [CH3:1][C:2]1([CH3:25])[O:7][C@@H:6]([C:8]2[CH:13]=[CH:12][CH:11]=[CH:10][CH:9]=2)[C@@H:5]([NH:14][C:15]([NH:17][C:18]2[CH:23]=[CH:22][CH:21]=[CH:20][C:19]=2I)=[O:16])[CH2:4][O:3]1.[S:26]1[CH:30]=[CH:29][CH:28]=[C:27]1B(O)O.C(=O)([O-])[O-].[Na+].[Na+]>COCCOC.C(O)C.C1C=CC([P]([Pd]([P](C2C=CC=CC=2)(C2C=CC=CC=2)C2C=CC=CC=2)([P](C2C=CC=CC=2)(C2C=CC=CC=2)C2C=CC=CC=2)[P](C2C=CC=CC=2)(C2C=CC=CC=2)C2C=CC=CC=2)(C2C=CC=CC=2)C2C=CC=CC=2)=CC=1>[CH3:1][C:2]1([CH3:25])[O:7][C@@H:6]([C:8]2[CH:13]=[CH:12][CH:11]=[CH:10][CH:9]=2)[C@@H:5]([NH:14][C:15]([NH:17][C:18]2[CH:23]=[CH:22][CH:21]=[CH:20][C:19]=2[C:27]2[S:26][CH:30]=[CH:29][CH:28]=2)=[O:16])[CH2:4][O:3]1 |f:2.3.4,^1:52,54,73,92|. Procedure details: To a reaction flask charged with 10.6 mg (0.0092 mmol) of tetrakis(triphenylphosphine)palladium(0) in ethylene glycol dimethyl ether (1.8 mL) under nitrogen was added 104 mg (0.23 mmol) of the product from Example 6. The resulting yellow solution was stirred for 10-15 min before the addition of 34.5 mg (0.27 mmol) of 2-thiopheneboronic acid dissolved in ethanol (0.2 mL) and ethylene glycol dimethyl ether (0.2 mL) and the subsequent addition of 0.23 mL (0.46 mmol) of a 2 M sodium carbonate aqueou...